This data is from the Open Reaction Database (ORD), a public repository of structured organic reaction records. The task is: describe an organic reaction: reactants, conditions, products, and yield The product is CC(=O)c1ccc(C)c(N)c1C. Reactants: CC(=O)Nc1c(C)ccc(C(C)=O)c1C, Cl, [NH4+], [OH-]. As a reaction SMILES: [C:1]([CH3:2])(=[O:3])[c:4]1[c:5]([CH3:15])[c:6]([NH:11][C:12](=[O:13])[CH3:14])[c:7]([CH3:10])[cH:8][cH:9]1.[ClH:16].[NH4+:17].[OH-:18]>>[C:1]([CH3:2])(=[O:3])[c:4]1[c:5]([CH3:15])[c:6]([NH2:11])[c:7]([CH3:10])[cH:8][cH:9]1.